Dataset: the Open Reaction Database (ORD), a public repository of structured organic reaction records. Task: describe an organic reaction: reactants, conditions, products, and yield Starting materials: saturated aqueous solution, [Cl-].[NH4+] (ammonium chloride), BrC=C1C2CC[C@@H]([C@]2(CCC1)C)[C@@H](CCO)C ((3R)-3-[(1R,7aR)-octahydro-4-bromomethylene-7a-methyl-1H-inden-1-yl]butanol), COC(C(=C)CBr)=O (methyl-2-bromomethylacrylate). The reagents and catalysts are [Zn] (zinc). Solvent: O1CCCC1 (tetrahydrofuran). Run at time 1 hour. The product is BrC=C1C2CC[C@@H]([C@]2(CCC1)C)[C@@H](C[C@@H](CC(=C)C(=O)OC)O)C ((4S,6R)-6-[(1R,7aR)-octahydro-4-bromomethylene-7a-methyl-1H-inden-1-yl ]-2-methoxycarbonyl-4-hydroxy-1-heptene), BrC=C1C2CC[C@@H]([C@]2(CCC1)C)[C@@H](C[C@H](CC(=C)C(=O)OC)O)C ((4R,6R)-6-[(1R,7aR)-octahydro-4-bromomethylene-7a-methyl-1H-inden-1-yl]-2-methoxycarbonyl -4-hydroxy-1-heptene). RXN SMILES: [Br:1][CH:2]=[C:3]1[CH2:11][CH2:10][CH2:9][C@@:8]2([CH3:12])[CH:4]1[CH2:5][CH2:6][C@@H:7]2[C@H:13]([CH3:17])[CH2:14][CH2:15][OH:16].[CH3:18][O:19][C:20](=[O:25])[C:21]([CH2:23]Br)=[CH2:22].[Cl-].[NH4+]>[Zn].O1CCCC1>[Br:1][CH:2]=[C:3]1[CH2:11][CH2:10][CH2:9][C@@:8]2([CH3:12])[CH:4]1[CH2:5][CH2:6][C@@H:7]2[C@H:13]([CH3:17])[CH2:14][C@H:15]([OH:16])[CH2:23][C:21]([C:20]([O:19][CH3:18])=[O:25])=[CH2:22].[Br:1][CH:2]=[C:3]1[CH2:11][CH2:10][CH2:9][C@@:8]2([CH3:12])[CH:4]1[CH2:5][CH2:6][C@@H:7]2[C@H:13]([CH3:17])[CH2:14][C@@H:15]([OH:16])[CH2:23][C:21]([C:20]([O:19][CH3:18])=[O:25])=[CH2:22] |f:2.3|. Reported procedure: A 105 my amount of (3R)-3-[(1R,7aR)-octahydro-4-bromomethylene-7a-methyl-1H-inden-1-yl]butanol was taken in a 50 ml eggplant-shaped flask, then 8 ml of dried tetrahydrofuran was then added to dissolve the same. The solution was cooled by an ice cooled bath, then 84 μl of methyl-2-bromomethylacrylate was added dropwise. Further, 35 mg of zinc powder and 10 ml of a saturated aqueous solution of ammonium chloride were added, then the solution was stirred at the same temperature for 1 hour. The reac... Starting materials: BrC1=CC=C(C=C1)F (4-bromofluorobenzene), COCC(=O)C1=CC=CC=C1 (2-methoxyacetophenone), [Mg] (magnesium), BrC1=CC=C(C=C1)F (4-bromofluorobenzene), [Cl-].[NH4+] (ammonium chloride). Run in O1CCCC1 (tetrahydrofuran), O1CCCC1 (tetrahydrofuran), O1CCCC1 (tetrahydrofuran). Run at temperature 60 celsius, time 24 hour. Product: FC1=CC=C(C=C1)C(COC)(O)C1=CC=CC=C1 (1-(4-fluorophenyl)-2-methoxy-1-phenylethanol). Reaction SMILES: [Mg].Br[C:3]1[CH:8]=[CH:7][C:6]([F:9])=[CH:5][CH:4]=1.[CH3:10][O:11][CH2:12][C:13]([C:15]1[CH:20]=[CH:19][CH:18]=[CH:17][CH:16]=1)=[O:14].[Cl-].[NH4+]>O1CCCC1>[F:9][C:6]1[CH:7]=[CH:8][C:3]([C:13]([C:15]2[CH:20]=[CH:19][CH:18]=[CH:17][CH:16]=2)([OH:14])[CH2:12][O:11][CH3:10])=[CH:4][CH:5]=1 |f:3.4|. Reported procedure: 4.4 g of magnesium, 2 cm3 of 4-bromofluorobenzene and 10 cm3 of tetrahydrofuran are heated to a temperature in the region of 60° C. 18 cm3 of 4-bromofluorobenzene in solution in 50 cm3 of tetrahydrofuran are added and the mixture is heated at a temperature in the region of 60° C. for 2 hours. 8.4 cm3 of 2-methoxyacetophenone in solution in 60 cm3 of tetrahydrofuran are added to the solution prepared above, cooled to a temperature in the region of 5° C. After stirring for 24 hours at a temperatur... Reactants: C1CCOC1, COc1ccc2c(C)c(-c3cnc(OC)nc3OC)c(=O)oc2c1, C[Si](C)(C)[N-][Si](C)(C)C, [Li+], O=C1CCC(=O)N1Br. The product is COc1ccc2c(CBr)c(-c3cnc(OC)nc3OC)c(=O)oc2c1. Reaction SMILES: [CH2:43]1[O:44][CH2:45][CH2:46][CH2:47]1.[CH3:1][O:2][c:3]1[n:4][cH:5][c:6](-[c:11]2[c:12](=[O:24])[o:13][c:14]3[cH:15][c:16]([O:22][CH3:23])[cH:17][cH:18][c:19]3[c:20]2[CH3:21])[c:7]([O:9][CH3:10])[n:8]1.[CH3:26][Si:27]([N-:28][Si:29]([CH3:30])([CH3:31])[CH3:32])([CH3:33])[CH3:34].[Li+:25].[O:35]=[C:36]1[N:37]([Br:42])[C:38](=[O:39])[CH2:40][CH2:41]1>>[CH3:1][O:2][c:3]1[n:4][cH:5][c:6](-[c:11]2[c:12](=[O:24])[o:13][c:14]3[cH:15][c:16]([O:22][CH3:23])[cH:17][cH:18][c:19]3[c:20]2[CH2:21][Br:42])[c:7]([O:9][CH3:10])[n:8]1. Starting materials: NC=1C=C2C=C(NC2=CC1)C(=O)OCC (Ethyl 5-aminoindole-2-carboxylate), N1=CC=CC=C1 (pyridine), ClCCCS(=O)(=O)Cl (3-chloropropanesulfonyl chloride). Solvent: C1CCOC1 (THF), C(Cl)Cl (methylene chloride), C(Cl)(Cl)Cl (chloroform). Conditions: time 16 hour. Product: ClCCCS(=O)(=O)NC=1C=C2C=C(NC2=CC1)C(=O)OCC (Ethyl 5-[(3-chloropropyl)sulfonamido]indole-2-carboxylate). Reaction SMILES: [NH2:1][C:2]1[CH:3]=[C:4]2[C:8](=[CH:9][CH:10]=1)[NH:7][C:6]([C:11]([O:13][CH2:14][CH3:15])=[O:12])=[CH:5]2.N1C=CC=CC=1.[Cl:22][CH2:23][CH2:24][CH2:25][S:26](Cl)(=[O:28])=[O:27]>C(Cl)Cl.C1COCC1.C(Cl)(Cl)Cl>[Cl:22][CH2:23][CH2:24][CH2:25][S:26]([NH:1][C:2]1[CH:3]=[C:4]2[C:8](=[CH:9][CH:10]=1)[NH:7][C:6]([C:11]([O:13][CH2:14][CH3:15])=[O:12])=[CH:5]2)(=[O:28])=[O:27]. Procedure: Ethyl 5-aminoindole-2-carboxylate (2.0 g) and pyridine (0.82 ml) are dissolved in 15 ml of methylene chloride and 10 ml of THF. Then the reaction is cooled to 0° and 3-chloropropanesulfonyl chloride (1.25 ml) is added and the reaction is allowed to slowly warm to 20°-25° and stir for 16 hr. Then the reaction is diluted with chloroform, washed with saturated aqueous sodium bicarbonate and saline. The organic layers are dried over anhydrous sodium sulfate and concentrated under reduced pressure. T... Reactants: C(C(=C)C)(=O)N1C(OC[C@H]1C1=CC=CC=C1)=O ((R)-3-methacryloyl-4-phenyloxazolidin-2-one), C(=O)(C(F)(F)F)O (TFA), C(C1=CC=CC=C1)N(COC)C[Si](C)(C)C (N-benzyl-1-methoxy-N-((trimethylsilyl)methyl)methanamine). Solvent: C1(=CC=CC=C1)C (toluene). Reaction conditions: time 8 hour. Yields the product C(C1=CC=CC=C1)N1C[C@](CC1)(C(=O)N1C(OC[C@H]1C1=CC=CC=C1)=O)C ((R)-3-((S)-1-benzyl-3-methylpyrrolidine-3-carbonyl)-4-phenyloxazolidin-2-one). Isolated yield 683.5%. As a reaction SMILES: [C:1]([N:6]1[C@H:10]([C:11]2[CH:16]=[CH:15][CH:14]=[CH:13][CH:12]=2)[CH2:9][O:8][C:7]1=[O:17])(=[O:5])[C:2]([CH3:4])=[CH2:3].[C:18](O)(C(F)(F)F)=O.[CH2:25]([N:32](C[Si](C)(C)C)[CH2:33]OC)[C:26]1[CH:31]=[CH:30][CH:29]=[CH:28][CH:27]=1>C1(C)C=CC=CC=1>[CH2:25]([N:32]1[CH2:33][CH2:4][C@:2]([CH3:18])([C:1]([N:6]2[C@H:10]([C:11]3[CH:12]=[CH:13][CH:14]=[CH:15][CH:16]=3)[CH2:9][O:8][C:7]2=[O:17])=[O:5])[CH2:3]1)[C:26]1[CH:31]=[CH:30][CH:29]=[CH:28][CH:27]=1. Procedure details: To a solution of (R)-3-methacryloyl-4-phenyloxazolidin-2-one (135.00 g, 583.79 mmol) and TFA (4.497 mL, 58.379 mmol) in dry toluene (50 mL) at <10° C. was quickly added dropwise N-benzyl-1-methoxy-N-((trimethylsilyl)methyl)methanamine (194.16 mL, 758.93 mmol), and the mixture was stirred at ambient temperature overnight. The reaction was filtered and the filtrate was extracted with 4N HCl (3×250 mL). The aqueous layer was washed with ethyl acetate (250 mL) then made basic with solid K2CO3 to pH ... Starting materials: CCOC(C)=O, O=[N+]([O-])c1cc(C(F)(F)F)cc(Cl)c1O, [H][H]. Yields the product Nc1cc(C(F)(F)F)cc(Cl)c1O. Reaction SMILES: [CH3:18][CH2:19][O:20][C:21](=[O:22])[CH3:23].[Cl:1][c:2]1[c:3]([OH:15])[c:4]([N+:12]([O-:13])=[O:14])[cH:5][c:6]([C:8]([F:9])([F:10])[F:11])[cH:7]1.[H:16][H:17]>>[Cl:1][c:2]1[c:3]([OH:15])[c:4]([NH2:12])[cH:5][c:6]([C:8]([F:9])([F:10])[F:11])[cH:7]1.